This data is from the Open Reaction Database (ORD), a public repository of structured organic reaction records. The task is: describe an organic reaction: reactants, conditions, products, and yield The reactants are CC1(OC(C(C(O1)=O)=C/C=N/NC1=NC=CC=C1)=O)C ((E)-2,2-dimethyl-5-(2-(2-(pyridin-2-yl)hydrazono)ethylidene)-1,3-dioxane-4,6-dione), C[O-].[Na+] (NaOMe), Cl (HCl). Run in CO (MeOH). Yields the product O=C1N(N=CC=C1C(=O)O)C1=NC=CC=C1 (3-oxo-2-(pyridin-2-yl)-2,3-dihydropyridazine-4-carboxylic acid). Isolated yield 44.5%. As a reaction SMILES: CC1(C)[O:7][C:6](=[O:8])[C:5](=[CH:9]/[CH:10]=[N:11]/[NH:12][C:13]2[CH:18]=[CH:17][CH:16]=[CH:15][N:14]=2)[C:4](=O)[O:3]1.C[O-].[Na+].Cl>CO>[O:3]=[C:4]1[C:5]([C:6]([OH:7])=[O:8])=[CH:9][CH:10]=[N:11][N:12]1[C:13]1[CH:18]=[CH:17][CH:16]=[CH:15][N:14]=1 |f:1.2|. Reported procedure: A mixture of (E)-2,2-dimethyl-5-(2-(2-(pyridin-2-yl)hydrazono)ethylidene)-1,3-dioxane-4,6-dione (0.050 g, 0.182 mmol) and NaOMe (0.0118 g, 0.218 mmol) in MeOH (6 mL) was heated under reflux for 15 hours. The salt was treated with cold 1 N HCl solution, extracted with DCM, dried over MgSO4, and concentrated to afford 17.6 mg (45%) of the desired product. LRMS (apci pos): 218 (M+H). The reactants are O (water), [OH-].[Na+] (NaOH), aqueous solution, [H-].[Al+3].[Li+].[H-].[H-].[H-] (Lithium aluminum hydride), N12C(CC(CC1)CC2)C(=O)O (racemic 2-quinuclidine carboxylic acid), O (water). The solvent is C1CCOC1 (THF). Conditions: temperature 0 celsius, time 30 minute. Product: N1=CC(=CC=C1)C1N2CCC(C1)CC2 ((+/-)-2-(3-Pyridyl)-quinuclidine). Yield: 180.6%. RXN SMILES: [H-].[Al+3].[Li+].[H-].[H-].[H-].[N:7]12[CH2:14][CH2:13][CH:10]([CH2:11][CH2:12]1)[CH2:9][CH:8]2[C:15](O)=O.O.[OH-].[Na+]>C1COCC1>[N:7]1[CH:8]=[CH:9][CH:10]=[C:15]([CH:8]2[CH2:9][CH:10]3[CH2:13][CH2:14][N:7]2[CH2:12][CH2:11]3)[CH:12]=1 |f:0.1.2.3.4.5,8.9|. Reported procedure: Lithium aluminum hydride (0.1 mol, 3.9 g) was suspended in THF (200 mL) in a 50 mL flask at 0° C. (VI) (0.03 mol, 5.76 g) was added in small portions. After the addition, the reagents were refluxed under a nitrogen atmosphere for 12 hours, cooled to 0° C. followed by dropwise addition of water (3.8 mL) and NaOH (3.9 mL of a 15% aqueous solution). After stirring for 30 minutes, water (12 mL) was added to the reaction mixture followed by additional stirring for 30 minutes. The reaction mixture was... The reactants are [Br-].[Na+] (Sodium bromide), C(C)(=O)[O-].[Na+] (sodium acetate), ClC[C@@H]1OC(OC1)(C)C ((R)-4-chloromethyl-2,2-dimethyl-1,3-dioxolane). The solvent is CN(C=O)C (N,N-dimethylformamide). Run at temperature 150 celsius, time 15 hour. Yields the product C(C)(=O)OC[C@@H]1OC(OC1)(C)C ((R)-4-acetoxymethyl-2,2-dimethyl-1,3-dioxolane). Isolated yield 62.0%. As a reaction SMILES: [Br-].[Na+].[C:3]([O-:6])(=[O:5])[CH3:4].[Na+].Cl[CH2:9][C@H:10]1[CH2:14][O:13][C:12]([CH3:16])([CH3:15])[O:11]1>CN(C)C=O>[C:3]([O:6][CH2:9][C@H:10]1[CH2:14][O:13][C:12]([CH3:16])([CH3:15])[O:11]1)(=[O:5])[CH3:4] |f:0.1,2.3|. Procedure: Sodium bromide (57.93 g, 0.563 mol) and sodium acetate (46.18 g, 0.563 mol) were added to a mixture of (R)-4-chloromethyl-2,2-dimethyl-1,3-dioxolane (84.76 g, 0.563 mol) prepared by the same manner as Example 3 and N,N-dimethylformamide (800 ml) and the resulting mixture was stirred for 15 hours at 150° C. After cooling the salt was filtered off and N,N-dimethylformamide was removed in vacuo and water was added to the residue and extracted with toluene. The extract was washed with saturated brin... Reactants: ClC1=NC=C(C(=O)N)C(=C1)NC1=CC=C(C=C1)C(=O)N1CCOCC1 (6-chloro-4-(4-(morpholine-4-carbonyl)phenylamino)nicotinamide), N1C[C@@H](CCC1)NC(OC(C)(C)C)=O ((R)-tert-butyl piperidin-3-ylcarbamate), C(C)N(C(C)C)C(C)C (N-ethyl-N-isopropylpropan-2-amine). Solvent: C(C)(=O)OCC (ethyl acetate), CN1C(CCC1)=O (N-methyl-2-pyrrolidinone). Conditions: temperature 120 celsius. Yields the product C(N)(=O)C=1C(=CC(=NC1)N1C[C@@H](CCC1)NC(OC(C)(C)C)=O)NC1=CC=C(C=C1)C(=O)N1CCOCC1 ((R)-tert-butyl 1-(5-carbamoyl-4-(4-(morpholine-4-carbonyl)phenylamino)pyridin-2-yl)piperidin-3-ylcarbamate). Isolated yield 41.9%. Reaction SMILES: Cl[C:2]1[CH:10]=[C:9]([NH:11][C:12]2[CH:17]=[CH:16][C:15]([C:18]([N:20]3[CH2:25][CH2:24][O:23][CH2:22][CH2:21]3)=[O:19])=[CH:14][CH:13]=2)[C:5]([C:6]([NH2:8])=[O:7])=[CH:4][N:3]=1.[NH:26]1[CH2:31][CH2:30][CH2:29][C@@H:28]([NH:32][C:33](=[O:39])[O:34][C:35]([CH3:38])([CH3:37])[CH3:36])[CH2:27]1.C(N(C(C)C)C(C)C)C>CN1CCCC1=O.C(OCC)(=O)C>[C:6]([C:5]1[C:9]([NH:11][C:12]2[CH:17]=[CH:16][C:15]([C:18]([N:20]3[CH2:25][CH2:24][O:23][CH2:22][CH2:21]3)=[O:19])=[CH:14][CH:13]=2)=[CH:10][C:2]([N:26]2[CH2:31][CH2:30][CH2:29][C@@H:28]([NH:32][C:33](=[O:39])[O:34][C:35]([CH3:37])([CH3:36])[CH3:38])[CH2:27]2)=[N:3][CH:4]=1)(=[O:7])[NH2:8]. Reported procedure: A solution of 6-chloro-4-(4-(morpholine-4-carbonyl)phenylamino)nicotinamide (230 mg, 0.637 mmol) and (R)-tert-butyl piperidin-3-ylcarbamate (166 mg, 0.829 mmol) in N-methyl-2-pyrrolidinone (2 mL) was treated with N-ethyl-N-isopropylpropan-2-amine (107 mg, 0.829 mmol) in a vial, sealed and heated in a heating block at 120° C. for 2 days. The mixture was diluted with ethyl acetate and washed with water. Concentrated and the dark residue was chromatographed (ISCO Companion 12 g silica gel column an... Starting materials: NC1=CC=C2C(=N1)C(=CN2)C2CCN(CC2)C (5-amino-3-(1-methylpiperidin-4-yl)pyrrolo[3,2-b]pyridine), FC1=C(C(=O)Cl)C(=C(C(=C1F)F)F)F (2,3,4,5,6-pentafluorobenzoyl chloride). The product is FC1=C(C(=O)NC2=CC=C3C(=N2)C(=CN3)C3CCN(CC3)C)C(=C(C(=C1F)F)F)F (5-(N-[2,3,4,5,6-pentafluorobenzoyl]amino)-3-(1-methylpiperidin-4-yl)pyrrolo[3,2-b]pyridine). Isolated yield 85.7%. RXN SMILES: [NH2:1][C:2]1[N:7]=[C:6]2[C:8]([CH:11]3[CH2:16][CH2:15][N:14]([CH3:17])[CH2:13][CH2:12]3)=[CH:9][NH:10][C:5]2=[CH:4][CH:3]=1.[F:18][C:19]1[C:27]([F:28])=[C:26]([F:29])[C:25]([F:30])=[C:24]([F:31])[C:20]=1[C:21](Cl)=[O:22]>>[F:18][C:19]1[C:27]([F:28])=[C:26]([F:29])[C:25]([F:30])=[C:24]([F:31])[C:20]=1[C:21]([NH:1][C:2]1[N:7]=[C:6]2[C:8]([CH:11]3[CH2:16][CH2:15][N:14]([CH3:17])[CH2:13][CH2:12]3)=[CH:9][NH:10][C:5]2=[CH:4][CH:3]=1)=[O:22]. Procedure: Beginning with 0.010 gm (0.044 mMol) 5-amino-3-(1-methylpiperidin-4-yl)pyrrolo[3,2-b]pyridine and 0.008 mL (0.053 mMol) 2,3,4,5,6-pentafluorobenzoyl chloride, 0.016 gm (84%) of the title compound were prepared essentially by the procedure described in Example 7. Reactants: C1CCOC1, CC(C)OC(=O)N=NC(=O)OC(C)C, O=C(c1ccccc1)N1CCC(O)c2ccccc21, COC(=O)c1c[nH]cn1. Yields the product COC(=O)c1cncn1C1CCN(C(=O)c2ccccc2)c2ccccc21. As a reaction SMILES: [CH2:43]1[O:44][CH2:45][CH2:46][CH2:47]1.[O:29]=[C:30]([O:31][CH:32]([CH3:33])[CH3:34])[N:35]=[N:36][C:37]([O:38][CH:39]([CH3:40])[CH3:41])=[O:42].[OH:10][CH:11]1[CH2:12][CH2:13][N:14]([C:21](=[O:22])[c:23]2[cH:24][cH:25][cH:26][cH:27][cH:28]2)[c:15]2[cH:16][cH:17][cH:18][cH:19][c:20]21.[nH:1]1[cH:2][n:3][c:4]([C:6](=[O:7])[O:8][CH3:9])[cH:5]1>>[n:1]1[cH:2][n:3]([CH:11]2[CH2:12][CH2:13][N:14]([C:21](=[O:22])[c:23]3[cH:24][cH:25][cH:26][cH:27][cH:28]3)[c:15]3[cH:16][cH:17][cH:18][cH:19][c:20]32)[c:4]([C:6](=[O:7])[O:8][CH3:9])[cH:5]1. Procedure: 1H NMR (DMSO-d6, 400 MHz) 8.62(s, 1H), 8.16(s, 1H), 4.66-4.58(m, 1H), 3.17(s, 1H), 3.02-3.00(d, 2H, J=8 Hz), 2.84-2.82 (d, 2H, J=8 Hz), 2.33-2.26(m, 2H), 2.17 (s, 3H), 2.08-2.04(m, 2H), 1.95-1.85 (m, 4H), 1.91-1.88(d, 2H, J=12 Hz), 1.49-1.45(m, 2H); Waters 2690 Alliance HPLC (Symmetry Shield RP18 3.5 μm, 2.1×50 mm; 5%-95% acetonitrile-0.1 M ammonium acetate over 15 min, 0.5 mL/min) Rt 3.505 min. 4-chloro-5-(4-phenoxyphenyl)-7-1-(1-methyl-4-piperidinyl)-4-piperidinyl]-7H-pyrrolo[2,3-d]pyrimidine ... As a reaction SMILES: N1C2NC=CC=2C=NC=1.[Cl:10][C:11]1[C:12]2[C:19](I)=[CH:18][N:17]([CH:21]3[CH2:26][CH2:25][N:24]([CH:27]4[CH2:32][CH2:31][N:30]([CH3:33])[CH2:29][CH2:28]4)[CH2:23][CH2:22]3)[C:13]=2[N:14]=[CH:15][N:16]=1.[O:34]([C:41]1[CH:46]=[CH:45][C:44](B(O)O)=[CH:43][CH:42]=1)[C:35]1[CH:40]=[CH:39][CH:38]=[CH:37][CH:36]=1.C(=O)([O-])[O-].[Na+].[Na+]>COCCOC.O.C(#N)C>[Cl:10][C:11]1[C:12]2[C:19]([C:44]3[CH:45]=[CH:46][C:41]([O:34][C:35]4[CH:40]=[CH:39][CH:38]=[CH:37][CH:36]=4)=[CH:42][CH:43]=3)=[CH:18][N:17]([CH:21]3[CH2:26][CH2:25][N:24]([CH:27]4[CH2:32][CH2:31][N:30]([CH3:33])[CH2:29][CH2:28]4)[CH2:23][CH2:22]3)[C:13]=2[N:14]=[CH:15][N:16]=1 |f:3.4.5|. Yield: 56.8%. The solvent is C(C)#N (acetonitrile), COCCOC (ethylene glycol dimethyl ether), O (water). The reactants are N1=CN=CC2=C1NC=C2 (7H-pyrrolo[2,3-d]pyrimidine), ClC=1C2=C(N=CN1)N(C=C2I)C2CCN(CC2)C2CCN(CC2)C (4-chloro-5-iodo-7-[ 1-(1-methyl-4-piperidinyl)-4-piperidinyl]-7H-pyrrolo[2,3-d]pyrimidine), O(C1=CC=CC=C1)C1=CC=C(C=C1)B(O)O (4-phenoxyphenyl boronic acid), tetrakis(triphenylphosphine)pallidium, C([O-])([O-])=O.[Na+].[Na+] (sodium carbonate). Product: ClC=1C2=C(N=CN1)N(C=C2C2=CC=C(C=C2)OC2=CC=CC=C2)C2CCN(CC2)C2CCN(CC2)C (4-chloro-5-(4-phenoxyphenyl)-7-[1-(1-methyl-4-piperidinyl)-4-piperidinyl]-7H-pyrrolo[2,3-d]pyrimidine).